This data is from the Open Reaction Database (ORD), a public repository of structured organic reaction records. The task is: describe an organic reaction: reactants, conditions, products, and yield The reactants are CC(=O)O, CC(C)N(Cc1ccc(C(=O)N2CCN(S(=O)(=O)c3ccc4cc(NC(=O)OCC(Cl)(Cl)Cl)ccc4c3)CC2)cc1)C(C)C, [Zn]. Product: CC(C)N(Cc1ccc(C(=O)N2CCN(S(=O)(=O)c3ccc4cc(N)ccc4c3)CC2)cc1)C(C)C. As a reaction SMILES: [CH3:45][C:46](=[O:47])[OH:48].[CH:1]([CH3:2])([CH3:3])[N:4]([CH:5]([CH3:6])[CH3:7])[CH2:8][c:9]1[cH:10][cH:11][c:12]([C:13](=[O:14])[N:15]2[CH2:16][CH2:17][N:18]([S:21](=[O:22])(=[O:23])[c:24]3[cH:25][c:26]4[cH:27][cH:28][c:29]([NH:34][C:35]([O:36][CH2:37][C:38]([Cl:39])([Cl:40])[Cl:41])=[O:42])[cH:30][c:31]4[cH:32][cH:33]3)[CH2:19][CH2:20]2)[cH:43][cH:44]1.[Zn:49]>>[CH:1]([CH3:2])([CH3:3])[N:4]([CH:5]([CH3:6])[CH3:7])[CH2:8][c:9]1[cH:10][cH:11][c:12]([C:13](=[O:14])[N:15]2[CH2:16][CH2:17][N:18]([S:21](=[O:22])(=[O:23])[c:24]3[cH:25][c:26]4[cH:27][cH:28][c:29]([NH2:34])[cH:30][c:31]4[cH:32][cH:33]3)[CH2:19][CH2:20]2)[cH:43][cH:44]1. The reactants are C1(=CC=CC=C1)O (phenol), N1=C(Cl)N=C(Cl)N=C1Cl (cyanuric chloride), [OH-].[Na+] (sodium hydroxide). The solvent is C(Cl)(Cl)Cl (chloroform). Yields the product ClC1=NC(=NC(=N1)Cl)OC1=CC=CC=C1 (2,4-Dichloro-6-phenoxy-s-triazine), solid. Yield: 45.0%. As a reaction SMILES: [C:1]1([OH:7])[CH:6]=[CH:5][CH:4]=[CH:3][CH:2]=1.[N:8]1[C:15]([Cl:16])=[N:14][C:12](Cl)=[N:11][C:9]=1[Cl:10].[OH-].[Na+]>C(Cl)(Cl)Cl>[Cl:10][C:9]1[N:8]=[C:15]([Cl:16])[N:14]=[C:12]([O:7][C:1]2[CH:6]=[CH:5][CH:4]=[CH:3][CH:2]=2)[N:11]=1 |f:2.3|. Procedure details: 2,4-Dichloro-6-phenoxy-s-triazine (C) was prepared in 45% yield via the condensation of one equivalent of phenol with cyanuric chloride in chloroform at 50° which also contained one equivalent of sodium hydroxide. The product C, obtained as a white crystalline solid (mp. 110°-112°), was condensed in a second step with B in a manner similar to that described in Example 6. During the course of the reaction a solid appeared which was filtered, air-dried and identified as 7. The reactants are BrC=1C(=C(C(=CC1)Br)N)N (3,6-dibromo-1,2-phenylenediamine), [N+](=O)([O-])C1=CC=CC=C1 (nitrobenzene), [OH-].[Na+] (sodium hydroxide). The solvent is ClCCl (dichloromethane). Conditions: temperature 160 celsius. Product: BrC=1C(=C(C(=CC1)Br)N)N=NC1=CC=CC=C1 (3,6-dibromo-2-phenylazo-phenylamine). Isolated yield 3.5%. As a reaction SMILES: [Br:1][C:2]1[C:3]([NH2:10])=[C:4]([NH2:9])[C:5]([Br:8])=[CH:6][CH:7]=1.[N+:11]([C:14]1[CH:19]=[CH:18][CH:17]=[CH:16][CH:15]=1)([O-])=O.[OH-].[Na+]>ClCCl>[Br:1][C:2]1[C:3]([N:10]=[N:11][C:14]2[CH:19]=[CH:18][CH:17]=[CH:16][CH:15]=2)=[C:4]([NH2:9])[C:5]([Br:8])=[CH:6][CH:7]=1 |f:2.3|. Reported procedure: 3,6-dibromo-1,2-phenylenediamine (1.33 g, 5.0 mmol), nitrobenzene (2.06 mL, 20 mmol), and sodium hydroxide (0.20 g, 5 mmol) were mixed in an 1-neck 100-mL round bottomed flask. The flask was heated in an oil bath at 160° C. for 3 h. The mixture was cooled to room temperature and dichloromethane was added to extract the product. The extract was filtered and the solution concentrated using a rotary evaporator. The solution was chromatographed on a silica gel column using dichloromethane as eluent.... Conditions: temperature 0 celsius. Procedure: The product from Step 1 (2.5 g) was dissolved in dry THF (50 ml) and the flask purged with nitrogen. Sodium bis-trimethylsilylamide (22.1 ml of a 1M solution in THF) was added dropwise with stirring at 0° C. A yellow precipitate appeared, and the reaction was stirred for 3 hours at 0° C. The reaction was quenched with concentrated hydrochloric acid (5 ml) at 0° C. and then poured onto ice water, extracted with DCM and dried over magnesium sulphate. The solvent was evaporated to give 3-(2,4,6-tri... RXN SMILES: C(O[C:4]([C:6]1[C:11]([NH:12][C:13](=[O:24])[CH2:14][C:15]2[C:20]([F:21])=[CH:19][C:18]([F:22])=[CH:17][C:16]=2[F:23])=[CH:10][N:9]=[N:8][CH:7]=1)=[O:5])C>C1COCC1>[F:21][C:20]1[CH:19]=[C:18]([F:22])[CH:17]=[C:16]([F:23])[C:15]=1[CH:14]1[C:13](=[O:24])[NH:12][C:11]2=[CH:10][N:9]=[N:8][CH:7]=[C:6]2[C:4]1=[O:5]. Starting materials: C(C)OC(=O)C1=CN=NC=C1NC(CC1=C(C=C(C=C1F)F)F)=O (5-[2-(2,4,6-trifluorophenyl)-acetylamino]-pyridazine-4-carboxylic acid ethyl ester). Solvent: C1CCOC1 (THF). Product: FC1=C(C(=CC(=C1)F)F)C1C(C=2C(=CN=NC2)NC1=O)=O (3-(2,4,6-trifluorophenyl)-1H-pyrido[2,3-d]pyridazine-2,4-dione). Yields the product CC(C)(C)OC(=O)N1CCN(c2c(Cl)cccc2Cl)CC1. Reactants: CC(C)(C)OC(=O)N1CCNCC1, CC(C)(C)[O-], Clc1cccc(Cl)c1Br, [Na+], O=C(C=Cc1ccccc1)C=Cc1ccccc1, O=C(C=Cc1ccccc1)C=Cc1ccccc1, O=C(C=Cc1ccccc1)C=Cc1ccccc1, [Pd], [Pd], c1ccc(P(c2ccccc2)c2ccc3ccccc3c2-c2c(P(c3ccccc3)c3ccccc3)ccc3ccccc23)cc1. RXN SMILES: [C:10](=[O:11])([O:12][C:13]([CH3:14])([CH3:15])[CH3:16])[N:17]1[CH2:18][CH2:19][NH:20][CH2:21][CH2:22]1.[CH3:69][C:70]([CH3:71])([O-:72])[CH3:73].[Cl:1][c:2]1[c:3]([Br:9])[c:4]([Cl:8])[cH:5][cH:6][cH:7]1.[Na+:74].[O:113]=[C:114]([CH:115]=[CH:116][c:117]1[cH:118][cH:119][cH:120][cH:121][cH:122]1)[CH:123]=[CH:124][c:125]1[cH:126][cH:127][cH:128][cH:129][cH:130]1.[O:77]=[C:78]([CH:79]=[CH:80][c:81]1[cH:82][cH:83][cH:84][cH:85][cH:86]1)[CH:87]=[CH:88][c:89]1[cH:90][cH:91][cH:92][cH:93][cH:94]1.[O:95]=[C:96]([CH:97]=[CH:98][c:99]1[cH:100][cH:101][cH:102][cH:103][cH:104]1)[CH:105]=[CH:106][c:107]1[cH:108][cH:109][cH:110][cH:111][cH:112]1.[Pd:75].[Pd:76].[cH:23]1[cH:24][cH:25][c:26]([P:27]([c:28]2[cH:29][cH:30][c:31]3[c:32]([cH:33][cH:34][cH:35][cH:36]3)[c:37]2-[c:38]2[c:39]3[c:40]([cH:41][cH:42][cH:43][cH:44]3)[cH:45][cH:46][c:47]2[P:48]([c:49]2[cH:50][cH:51][cH:52][cH:53][cH:54]2)[c:55]2[cH:56][cH:57][cH:58][cH:59][cH:60]2)[c:61]2[cH:62][cH:63][cH:64][cH:65][cH:66]2)[cH:67][cH:68]1>>[Cl:1][c:2]1[c:3]([N:20]2[CH2:19][CH2:18][N:17]([C:10](=[O:11])[O:12][C:13]([CH3:14])([CH3:15])[CH3:16])[CH2:22][CH2:21]2)[c:4]([Cl:8])[cH:5][cH:6][cH:7]1. The reactants are CC(C)=O, CCOC(C)=O, CC(I)c1ccccc1, c1ccc(C2OCCO2)nc1, O=S1(=O)CCCC1. The product is [I-], CC(c1ccccc1)[n+]1ccccc1C1OCCO1. RXN SMILES: [CH3:21][C:22](=[O:23])[CH3:24].[CH3:32][CH2:33][O:34][C:35](=[O:36])[CH3:37].[I:12][CH:13]([CH3:14])[c:15]1[cH:16][cH:17][cH:18][cH:19][cH:20]1.[O:1]1[CH:2]([c:6]2[n:7][cH:8][cH:9][cH:10][cH:11]2)[O:3][CH2:4][CH2:5]1.[S:25]1(=[O:30])(=[O:31])[CH2:26][CH2:27][CH2:28][CH2:29]1>>[I-:12].[O:1]1[CH:2]([c:6]2[n+:7]([CH:13]([CH3:14])[c:15]3[cH:16][cH:17][cH:18][cH:19][cH:20]3)[cH:8][cH:9][cH:10][cH:11]2)[O:3][CH2:4][CH2:5]1. Starting materials: C1(=CC=CC=C1)C1=NC=NC2=CC=C(C=C12)C=O (4-Phenyl-quinazoline-6-carbaldehyde), C1(=CC=CC=C1)C1=NC=NC2=CC=C(C=C12)C=O (4-Phenyl-quinazoline-6-carbaldehyde), S1C(NC(C1)=O)=O (1,3-thiazolidine-2,4-dione). The product is C1(=CC=CC=C1)C1=NC=NC2=CC=C(C=C12)C=C1C(NC(S1)=O)=O (5-(4-Phenyl-quinazolin-6-ylmethylene)-thiazolidine-2,4-dione). RXN SMILES: [C:1]1([C:7]2[C:16]3[C:11](=[CH:12][CH:13]=[C:14]([CH:17]=O)[CH:15]=3)[N:10]=[CH:9][N:8]=2)[CH:6]=[CH:5][CH:4]=[CH:3][CH:2]=1.[S:19]1[CH2:23][C:22](=[O:24])[NH:21][C:20]1=[O:25]>>[C:1]1([C:7]2[C:16]3[C:11](=[CH:12][CH:13]=[C:14]([CH:17]=[C:23]4[S:19][C:20](=[O:25])[NH:21][C:22]4=[O:24])[CH:15]=3)[N:10]=[CH:9][N:8]=2)[CH:2]=[CH:3][CH:4]=[CH:5][CH:6]=1. Procedure details: Following the general method as outlined in Example 1, starting from 4-Phenyl-quinazoline-6-carbaldehyde (intermediate 13) and 1,3-thiazolidine-2,4-dione, the title compound was obtained. Starting materials: [OH-].[Na+] (sodium hydroxide), ClC1=CC=C(C=C2C(C(CC2)(C(=O)OC)C)=O)C=C1 (methyl 3-(4-chlorobenzylidene)-1-methyl-2-oxocylopentanecarboxylate), aqueous solution, Cl (hydrochloric acid). The solvent is O (water). Run at temperature 80 celsius, time 2 hour. Product: ClC1=CC=C(C=C2C(C(CC2)C)=O)C=C1 (2-(4-chlorobenzylidene)-5-methylcylopentanone). Reaction SMILES: [OH-].[Na+].[Cl:3][C:4]1[CH:21]=[CH:20][C:7]([CH:8]=[C:9]2[CH2:13][CH2:12][C:11](C)([C:14](OC)=O)[C:10]2=[O:19])=[CH:6][CH:5]=1.Cl>O>[Cl:3][C:4]1[CH:5]=[CH:6][C:7]([CH:8]=[C:9]2[CH2:13][CH2:12][CH:11]([CH3:14])[C:10]2=[O:19])=[CH:20][CH:21]=1 |f:0.1|. Procedure details: A solution of 12 g of sodium hydroxide in 20 ml of water was added to 10 g of methyl 3-(4-chloro-benzylidene)-1-methyl-2-oxocylopentanecarboxylate (I-1) (prepared in Example 1). The mixture was stirred for 2 hours at 80° C. The reaction mixture was poured into 10% aqueous solution of hydrochloric acid and extracted with ethyl acetate. The organic layer was washed with water and dried over anhydrous sodium sulfate. The solvent was evaporated to obtain 4.1 g of an oily matter (yield, 51.8%).